Dataset: the Open Reaction Database (ORD), a public repository of structured organic reaction records. Task: describe an organic reaction: reactants, conditions, products, and yield The reactants are C12C(C3CC(CC(C1)C3)C2)NC(=O)N2CCC3(CC2)CC(C2=CC=C(C=C23)Cl)CC(=O)OCC ((±)-ethyl 2-(1′-((2-adamantyl)carbamoyl)-6-chloro-2,3-dihydrospiro[indene-1,4′-piperidine]-3-yl)acetate), [Li+].[OH-] (LiOH). Run in CO (MeOH). Conditions: time 2 hour. The product is C12C(C3CC(CC(C1)C3)C2)NC(=O)N2CCC3(CC2)CC(C2=CC=C(C=C23)Cl)CC(=O)O ((±)-2-(1′-((2-adamantyl)carbamoyl)-6-chloro-2,3-dihydrospiro[indene-1,4′-piperidine]-3-yl)acetic acid). Isolated yield 7.3%. As a reaction SMILES: [CH:1]12[CH2:10][CH:5]3[CH2:6][CH:7]([CH2:9][CH:3]([CH2:4]3)[CH:2]1[NH:11][C:12]([N:14]1[CH2:19][CH2:18][C:17]3([C:27]4[C:22](=[CH:23][CH:24]=[C:25]([Cl:28])[CH:26]=4)[CH:21]([CH2:29][C:30]([O:32]CC)=[O:31])[CH2:20]3)[CH2:16][CH2:15]1)=[O:13])[CH2:8]2.[Li+].[OH-]>CO>[CH:1]12[CH2:10][CH:5]3[CH2:6][CH:7]([CH2:9][CH:3]([CH2:4]3)[CH:2]1[NH:11][C:12]([N:14]1[CH2:19][CH2:18][C:17]3([C:27]4[C:22](=[CH:23][CH:24]=[C:25]([Cl:28])[CH:26]=4)[CH:21]([CH2:29][C:30]([OH:32])=[O:31])[CH2:20]3)[CH2:16][CH2:15]1)=[O:13])[CH2:8]2 |f:1.2|. Procedure details: To a solution of (±)-ethyl 2-(1′-((2-adamantyl)carbamoyl)-6-chloro-2,3-dihydrospiro[indene-1,4′-piperidine]-3-yl)acetate (150 mg, 0.3 mmol) in MeOH (3 mL), LiOH (15 mg, 0.6 mmol) was added and the mixture was stirred for 2 h. The solution was concentrated to give the residue, which was purified by preparative HPLC to obtain (±)-2-(1′-((2-adamantyl)carbamoyl)-6-chloro-2,3-dihydrospiro[indene-1,4′-piperidine]-3-yl)acetic acid (10 mg, 7%). LC-MS Method 5 tR=1.485 min, m/z=457.2; 1H NMR (CD3OD): δ=1... Starting materials: C(#N)C(C(=O)NC(C)(C)C)N=C(C1=CC=CC=C1)C1=CC=CC=C1 (2-Cyano-N-(1,1-dimethylethyl)-2-[(diphenylmethylene)amino]acetamide), C(C)(=O)OCC (ethyl acetate), Cl (HCl), EtOAc hexanes. Solvent: C(Cl)Cl (CH2Cl2). Conditions: temperature 60 celsius. Yields the product Cl.NC(C(=O)NC(C)(C)C)C#N (2-amino-2-cyano-N-(1,1-dimethylethyl)-acetamide hydrochloride). RXN SMILES: [C:1]([CH:3]([N:11]=C(C1C=CC=CC=1)C1C=CC=CC=1)[C:4]([NH:6][C:7]([CH3:10])([CH3:9])[CH3:8])=[O:5])#[N:2].C(OCC)(=O)C.[ClH:31]>C(Cl)Cl>[ClH:31].[NH2:11][CH:3]([C:1]#[N:2])[C:4]([NH:6][C:7]([CH3:8])([CH3:10])[CH3:9])=[O:5] |f:4.5|. Procedure details: 2-Cyano-N-(1,1-dimethylethyl)-2-[(diphenylmethylene)amino]acetamide 4 (900 g. 2.818 mol), ethyl acetate (4.5 L) and aqueous HCl (1 N. 4.5 L) were placed into a 12 L three-necked flask equipped with a nitrogen inlet, a gas outlet tube, reflux condenser, thermometer, mechanical stirrer, and maintained under a positive pressure of nitrogen. The mixture was heated on an oil bath at 60° C. for 4 hours with vigorous stirring, gradually cooled to room temperature, and then slowly diluted with CH2Cl2 (4... The reactants are C(C)OC(=O)C1(CCNCC1)CCOC (4-(2-methoxy-ethyl)-piperidine-4-carboxylic acid ethyl ester), FC(OC1=C(C=CC=C1)S(=O)(=O)Cl)(F)F (2-trifluoromethoxy-benzenesulfonyl chloride), NC1=CC=C(C=C1)OS(=O)(=O)C1CC1 (cyclopropanesulfonic acid 4-amino-phenyl ester). Product: O=C1N(CCC12CCN(CC2)S(=O)(=O)C2=C(C=CC=C2)OC(F)(F)F)C2=CC=C(C=C2)OS(=O)(=O)C2CC2 (Cyclopropanesulfonic acid 4-[1-oxo-8-(2-trifluoromethoxy-benzenesulfonyl)-2,8-diaza-spiro[4.5]dec-2-yl]-phenyl ester). Reaction SMILES: C(O[C:4]([C:6]1([CH2:12][CH2:13]OC)[CH2:11][CH2:10][NH:9][CH2:8][CH2:7]1)=[O:5])C.[F:16][C:17]([F:30])([F:29])[O:18][C:19]1[CH:24]=[CH:23][CH:22]=[CH:21][C:20]=1[S:25](Cl)(=[O:27])=[O:26].[NH2:31][C:32]1[CH:37]=[CH:36][C:35]([O:38][S:39]([CH:42]2[CH2:44][CH2:43]2)(=[O:41])=[O:40])=[CH:34][CH:33]=1>>[O:5]=[C:4]1[C:6]2([CH2:7][CH2:8][N:9]([S:25]([C:20]3[CH:21]=[CH:22][CH:23]=[CH:24][C:19]=3[O:18][C:17]([F:30])([F:29])[F:16])(=[O:27])=[O:26])[CH2:10][CH2:11]2)[CH2:12][CH2:13][N:31]1[C:32]1[CH:37]=[CH:36][C:35]([O:38][S:39]([CH:42]2[CH2:44][CH2:43]2)(=[O:41])=[O:40])=[CH:34][CH:33]=1. Reported procedure: Light brown solid. MS (ESI): 575.11 (MH+). This example was prepared in analogy to example 1 step C) to D) from 4-(2-methoxy-ethyl)-piperidine-4-carboxylic acid ethyl ester (example 1 step B)), 2-trifluoromethoxy-benzenesulfonyl chloride and cyclopropanesulfonic acid 4-amino-phenyl ester. The reactants are ClC1=CC=C(N=N1)N(C1CC(NC(C1)(C)C)(C)C)C (6-chloro-N-methyl-N-(2,2,6,6-tetramethylpiperidin-4-yl)pyridazin-3-amine), C(C1=CC=CC=C1)OC1=C(C(=CC=C1)OC)B(O)O ((2-(benzyloxy)-6-methoxyphenyl)boronic acid). Product: C(C1=CC=CC=C1)OC1=C(C(=CC=C1)OC)C1=CC=C(N=N1)N(C1CC(NC(C1)(C)C)(C)C)C (6-(2-(Benzyloxy)-6-methoxyphenyl)-N-methyl-N-(2,2,6,6-tetramethylpiperidin-4-yl)pyridazin-3-amine), solid. The yield is 56.0%. Reaction SMILES: Cl[C:2]1[N:7]=[N:6][C:5]([N:8]([CH3:19])[CH:9]2[CH2:14][C:13]([CH3:16])([CH3:15])[NH:12][C:11]([CH3:18])([CH3:17])[CH2:10]2)=[CH:4][CH:3]=1.[CH2:20]([O:27][C:28]1[CH:33]=[CH:32][CH:31]=[C:30]([O:34][CH3:35])[C:29]=1B(O)O)[C:21]1[CH:26]=[CH:25][CH:24]=[CH:23][CH:22]=1>>[CH2:20]([O:27][C:28]1[CH:33]=[CH:32][CH:31]=[C:30]([O:34][CH3:35])[C:29]=1[C:2]1[N:7]=[N:6][C:5]([N:8]([CH3:19])[CH:9]2[CH2:14][C:13]([CH3:16])([CH3:15])[NH:12][C:11]([CH3:18])([CH3:17])[CH2:10]2)=[CH:4][CH:3]=1)[C:21]1[CH:22]=[CH:23][CH:24]=[CH:25][CH:26]=1. Procedure details: Intermediate 1-1 (391 mg, 1.384 mmol) and (2-(benzyloxy)-6-methoxyphenyl)boronic acid (500 mg, 1.94 mmol) were reacted according to GENERAL METHOD 1-5 for Suzuki coupling. 6-(2-(Benzyloxy)-6-methoxyphenyl)-N-methyl-N-(2,2,6,6-tetramethylpiperidin-4-yl)pyridazin-3-amine was obtained as a beige solid (358 mg, 56% yield) after flash column chromatography purification. MS (M+1)=461.5. Reactants: C(=O)(OCC1=CC=CC=C1)C=1N=C(NC1N=NN(C)C)C1=CC=CC=C1 (4-carbobenzoxy-5-(3,3-dimethyltriazeno)-2-phenyl imidazole), C(=O)=O (carbon dioxide). Reagents/catalysts: [Pd] (palladium on charcoal). The solvent is CO (methanol). Product: CN(N=NC1=C(N=C(N1)C1=CC=CC=C1)C(=O)O)C (5-(3,3-Dimethyltriazeno)-2-phenylimidazole-4-carboxylic acid). Reaction SMILES: [C:1]([C:11]1[N:12]=[C:13]([C:21]2[CH:26]=[CH:25][CH:24]=[CH:23][CH:22]=2)[NH:14][C:15]=1[N:16]=[N:17][N:18]([CH3:20])[CH3:19])([O:3]CC1C=CC=CC=1)=[O:2].C(=O)=O>CO.[Pd]>[CH3:19][N:18]([CH3:20])[N:17]=[N:16][C:15]1[NH:14][C:13]([C:21]2[CH:26]=[CH:25][CH:24]=[CH:23][CH:22]=2)=[N:12][C:11]=1[C:1]([OH:3])=[O:2]. Procedure details: A solution of 4-carbobenzoxy-5-(3,3-dimethyltriazeno)-2-phenyl imidazole (1.0 gm) in methanol (50 ml) was saturated with carbon dioxide, and 10% palladium on charcoal (100 mgs) added. The mixture was hydrogenated at room temperature and pressure. A volume of 60 ml of hydrogen was absorbed in 1 hour 20 minutes.